This data is from the Open Reaction Database (ORD), a public repository of structured organic reaction records. The task is: describe an organic reaction: reactants, conditions, products, and yield Reactants: CC(=O)[O-], CC(C)(C)OC(=O)N1CCc2c(C=O)c3ccccc3n2CC1, C[N+](=O)[O-], [NH4+], O. Product: CC(C)(C)OC(=O)N1CCc2c(C=C[N+](=O)[O-])c3ccccc3n2CC1. RXN SMILES: [CH3:25][C:26](=[O:27])[O-:28].[CH:1](=[O:2])[c:3]1[c:4]2[n:5]([c:6]3[cH:7][cH:8][cH:9][cH:10][c:11]13)[CH2:12][CH2:13][N:14]([C:17](=[O:18])[O:19][C:20]([CH3:21])([CH3:22])[CH3:23])[CH2:15][CH2:16]2.[N+:29](=[O:30])([O-:31])[CH3:32].[NH4+:24].[OH2:33]>>[CH:1]([c:3]1[c:4]2[n:5]([c:6]3[cH:7][cH:8][cH:9][cH:10][c:11]13)[CH2:12][CH2:13][N:14]([C:17](=[O:18])[O:19][C:20]([CH3:21])([CH3:22])[CH3:23])[CH2:15][CH2:16]2)=[CH:32][N+:29](=[O:30])[O-:31]. The reactants are CO, C[O-], COc1c(Cl)ccc(-c2nc(C(=O)OCc3ccccc3)cc(N)c2F)c1F, [Na+], O. Yields the product COC(=O)c1cc(N)c(F)c(-c2ccc(Cl)c(OC)c2F)n1. Reaction SMILES: [CH3:29][OH:30].[CH3:31][O-:32].[NH2:1][c:2]1[cH:3][c:4]([C:19](=[O:20])[O:21][CH2:22][c:23]2[cH:24][cH:25][cH:26][cH:27][cH:28]2)[n:5][c:6](-[c:9]2[c:10]([F:18])[c:11]([O:16][CH3:17])[c:12]([Cl:15])[cH:13][cH:14]2)[c:7]1[F:8].[Na+:33].[OH2:34]>>[NH2:1][c:2]1[cH:3][c:4]([C:19](=[O:20])[O:21][CH3:22])[n:5][c:6](-[c:9]2[c:10]([F:18])[c:11]([O:16][CH3:17])[c:12]([Cl:15])[cH:13][cH:14]2)[c:7]1[F:8]. Starting materials: C(C1=CC=CC=C1)OC1=C(C=C2CCNC(C2=C1)C1(CC1)C1=C(C=CC=C1)Cl)OC (7 -benzyloxy-1-[1-(2 -chlorophenyl)cyclopropyl]-6-methoxy-1,2,3,4-tetrahydroisoquinoline), BrCCO (2-bromoethanol), hydrobromide salt, C([O-])([O-])=O.[K+].[K+] (potassium carbonate). The solvent is CC(=O)C (acetone). Yields the product C(C1=CC=CC=C1)OC1(CC=C2CCN(C(C2=C1)C1(CC1)C1=C(C=CC=C1)Cl)CCO)OC (7-benzyloxy-1-[1-(2-chlorophenyl)cyclopropyl]-2-(2-hydroxyethyl)-7-methoxy-1,2,3,4-tetrahydroisoquinoline). As a reaction SMILES: [CH2:1]([O:8][C:9]1[CH:18]=[C:17]2[C:12]([CH2:13][CH2:14][NH:15][CH:16]2[C:19]2([C:22]3[CH:27]=[CH:26][CH:25]=[CH:24][C:23]=3[Cl:28])[CH2:21][CH2:20]2)=[CH:11][C:10]=1OC)[C:2]1[CH:7]=[CH:6][CH:5]=[CH:4][CH:3]=1.[C:31](=[O:34])([O-])[O-].[K+].[K+].Br[CH2:38][CH2:39][OH:40]>CC(C)=O>[CH2:1]([O:8][C:9]1([O:34][CH3:31])[CH:18]=[C:17]2[C:12]([CH2:13][CH2:14][N:15]([CH2:38][CH2:39][OH:40])[CH:16]2[C:19]2([C:22]3[CH:27]=[CH:26][CH:25]=[CH:24][C:23]=3[Cl:28])[CH2:20][CH2:21]2)=[CH:11][CH2:10]1)[C:2]1[CH:7]=[CH:6][CH:5]=[CH:4][CH:3]=1 |f:1.2.3|. Reported procedure: A mixture of 7 -benzyloxy-1-[1-(2 -chlorophenyl)cyclopropyl]-6-methoxy-1,2,3,4-tetrahydroisoquinoline (2.83 g, liberated from the hydrobromide salt prepared in a similar manner to that described in Example RC14), acetone (40 ml), anhydrous potassium carbonate (5.5 g) and 2-bromoethanol (3.6 ml) was heated under reflux for 18 hours. The mixture was filtered, the solids washed with acetone, and the filtrate solvent removed in vacuo to give 7-benzyloxy-1-[1-(2-chlorophenyl)cyclopropyl]-2-(2-hydroxy... Starting materials: CC(C)=NO (acetone oxime), CC(C)([O-])C.[K+] (potassium t-butoxide), C(CC)N(C1CC2=C(C=CC=C2CC1)C(C1=C(C=CC=C1)F)=O)CCC (2-di-n-propylamino-8-(2'-fluorobenzoyl)-1,2,3,4-tetrahydronaphthalene), [Cl-].[NH4+] (ammonium chloride). Run in C1CCOC1 (THF), C1CCOC1 (THF). Product: C(CC)N(C1CC2=C(C=CC=C2CC1)C(C1=C(C=CC=C1)ON=C(C)C)=O)CCC (2-di-n-propylamino-8-[2[(isopropylideneamino)oxy]benzoyl]-1,2,3,4-tetrahydronaphthalene). Yield: 142.0%. As a reaction SMILES: [CH3:1][C:2](=[N:4][OH:5])[CH3:3].CC(C)([O-])C.[K+].[CH2:12]([N:15]([CH2:35][CH2:36][CH3:37])[CH:16]1[CH2:25][CH2:24][C:23]2[C:18](=[C:19]([C:26](=[O:34])[C:27]3[CH:32]=[CH:31][CH:30]=[CH:29][C:28]=3F)[CH:20]=[CH:21][CH:22]=2)[CH2:17]1)[CH2:13][CH3:14].[Cl-].[NH4+]>C1COCC1>[CH2:35]([N:15]([CH2:12][CH2:13][CH3:14])[CH:16]1[CH2:25][CH2:24][C:23]2[C:18](=[C:19]([C:26](=[O:34])[C:27]3[CH:28]=[CH:29][CH:30]=[CH:31][C:32]=3[O:5][N:4]=[C:2]([CH3:3])[CH3:1])[CH:20]=[CH:21][CH:22]=2)[CH2:17]1)[CH2:36][CH3:37] |f:1.2,4.5|. Reported procedure: To 47.5 mg of acetone oxime (0.65 mmol) in 25 ml of THF were added 73 mg (0.65 mmol) of potassium t-butoxide. The mixture was stirred at room temperature for one hour after which 210 mg of 2-di-n-propylamino-8-(2'-fluorobenzoyl)-1,2,3,4-tetrahydronaphthalene in THF were added via a syringe. The resulting mixture was refluxed for three hours after which it was cooled and poured into an aqueous solution of ammonium chloride. The mixture then was extracted with either, and the extract was dried and... The reactants are [I-].COCCOCCOCCN1N=[N+](C(=C1)C1=CC=CC=C1)C (1-(2-(2-(2-methoxyethoxy)ethoxy)ethyl)-3-methyl-4-phenyl-1H-1,2,3-triazol-3-ium iodide), FC(S(=O)(=O)[N-]S(=O)(=O)C(F)(F)F)(F)F.[Li+] (lithium bis((trifluoromethyl)sulfonyl)amide). Run in C(C)#N (acetonitrile). Run at time 8 hour. Yields the product FC(S(=O)(=O)[N-]S(=O)(=O)C(F)(F)F)(F)F.COCCOCCOCCN1N=[N+](C(=C1)C1=CC=CC=C1)C (1-(2-(2-(2-methoxyethoxy)ethoxy)ethyl)-3-methyl-4-phenyl-1H-1,2,3-triazol-3-ium bis((trifluoromethyl)sulfonyl)amide). As a reaction SMILES: [I-].[CH3:2][O:3][CH2:4][CH2:5][O:6][CH2:7][CH2:8][O:9][CH2:10][CH2:11][N:12]1[CH:16]=[C:15]([C:17]2[CH:22]=[CH:21][CH:20]=[CH:19][CH:18]=2)[N+:14]([CH3:23])=[N:13]1.[F:24][C:25]([F:38])([F:37])[S:26]([N-:29][S:30]([C:33]([F:36])([F:35])[F:34])(=[O:32])=[O:31])(=[O:28])=[O:27].[Li+]>C(#N)C>[F:36][C:33]([F:34])([F:35])[S:30]([N-:29][S:26]([C:25]([F:24])([F:37])[F:38])(=[O:27])=[O:28])(=[O:31])=[O:32].[CH3:2][O:3][CH2:4][CH2:5][O:6][CH2:7][CH2:8][O:9][CH2:10][CH2:11][N:12]1[CH:16]=[C:15]([C:17]2[CH:18]=[CH:19][CH:20]=[CH:21][CH:22]=2)[N+:14]([CH3:23])=[N:13]1 |f:0.1,2.3,5.6|. Procedure details: 1-(2-(2-(2-methoxyethoxy)ethoxy)ethyl)-3-methyl-4-phenyl-1H-1,2,3-triazol-3-ium iodide and lithium bis((trifluoromethyl)sulfonyl)amide were mixed in acetonitrile and stirred overnight. The acetonitrile was removed under vacuum and water and DCM added. The organic layer was washed three times with water and brine and dried in vacuum at 110° C. for 48 hours, yielding 1-(2-(2-(2-methoxyethoxy)ethoxy)ethyl)-3-methyl-4-phenyl-1H-1,2,3-triazol-3-ium bis((trifluoromethyl)sulfonyl)amide. The following s...